This data is from the Open Reaction Database (ORD), a public repository of structured organic reaction records. The task is: describe an organic reaction: reactants, conditions, products, and yield Starting materials: ClC=1C(=NC(=NC1)NCC=1SC=CC1)NC1=C(C=C(C=C1)N1CCP(CC1)(=O)C)OC (5-chloro-N4-[2-methoxy-4-(4-methyl-4-oxido-1,4-azaphosphinan-1-yl)phenyl]-N2-(thiophen-2-ylmethyl)pyrimidine-2,4-diamine), NCC=1SC=CC1S(=O)(=O)N(CC)CC (2-(aminomethyl)-N,N-diethylthiophene-3-sulfonamide). The product is ClC=1C(=NC(=NC1)NCC=1SC=CC1S(=O)(=O)N(CC)CC)NC1=C(C=C(C=C1)N1CCP(CC1)(=O)C)OC (2-{[(5-chloro-4-{[2-methoxy-4-(4-methyl-4-oxido-1,4-azaphosphinan-1-yl)phenyl]amino}pyrimidin-2-yl)amino]methyl}-N,N-diethylthiophene-3-sulfonamide). RXN SMILES: [Cl:1][C:2]1[C:3]([NH:15][C:16]2[CH:21]=[CH:20][C:19]([N:22]3[CH2:27][CH2:26][P:25]([CH3:29])(=[O:28])[CH2:24][CH2:23]3)=[CH:18][C:17]=2[O:30][CH3:31])=[N:4][C:5]([NH:8][CH2:9][C:10]2[S:11][CH:12]=[CH:13][CH:14]=2)=[N:6][CH:7]=1.NCC1SC=CC=1[S:39]([N:42]([CH2:45][CH3:46])[CH2:43][CH3:44])(=[O:41])=[O:40]>>[Cl:1][C:2]1[C:3]([NH:15][C:16]2[CH:21]=[CH:20][C:19]([N:22]3[CH2:27][CH2:26][P:25]([CH3:29])(=[O:28])[CH2:24][CH2:23]3)=[CH:18][C:17]=2[O:30][CH3:31])=[N:4][C:5]([NH:8][CH2:9][C:10]2[S:11][CH:12]=[CH:13][C:14]=2[S:39]([N:42]([CH2:45][CH3:46])[CH2:43][CH3:44])(=[O:41])=[O:40])=[N:6][CH:7]=1. Procedure details: The compound can be prepared as in Example 32 by reacting 2,5-dichloro-N-[2-methoxy-4-(4-methyl-4-oxido-1,4-azaphosphinan-1-yl)phenyl]pyrimidin-4-amine (as described in Example 47) with 2-(aminomethyl)-N,N-diethylthiophene-3-sulfonamide. Reactants: CCS(=O)(=O)N1CCNCC1, Nc1ncc(Br)nc1C(=O)Nc1ccccc1. The product is CCS(=O)(=O)N1CCN(c2cnc(N)c(C(=O)Nc3ccccc3)n2)CC1. As a reaction SMILES: [CH2:18]([CH3:19])[S:20](=[O:21])(=[O:22])[N:23]1[CH2:24][CH2:25][NH:26][CH2:27][CH2:28]1.[NH2:1][c:2]1[c:3]([C:9](=[O:10])[NH:11][c:12]2[cH:13][cH:14][cH:15][cH:16][cH:17]2)[n:4][c:5]([Br:8])[cH:6][n:7]1>>[NH2:1][c:2]1[c:3]([C:9](=[O:10])[NH:11][c:12]2[cH:13][cH:14][cH:15][cH:16][cH:17]2)[n:4][c:5]([N:26]2[CH2:25][CH2:24][N:23]([S:20]([CH2:18][CH3:19])(=[O:21])=[O:22])[CH2:28][CH2:27]2)[cH:6][n:7]1. Reactants: CCOC(=O)C1OC1C(=O)O, CCC(C)C(N)C(O)c1ccccc1. Product: CCOC(=O)C1OC1C(=O)NC(C(C)CC)C(O)c1ccccc1. As a reaction SMILES: [CH2:1]([CH3:2])[O:3][C:4](=[O:5])[CH:6]1[CH:7]([C:9](=[O:10])[OH:11])[O:8]1.[NH2:12][CH:13]([CH:14]([OH:15])[c:16]1[cH:17][cH:18][cH:19][cH:20][cH:21]1)[CH:22]([CH2:23][CH3:24])[CH3:25]>>[CH2:1]([CH3:2])[O:3][C:4](=[O:5])[CH:6]1[CH:7]([C:9](=[O:11])[NH:12][CH:13]([CH:14]([OH:15])[c:16]2[cH:17][cH:18][cH:19][cH:20][cH:21]2)[CH:22]([CH2:23][CH3:24])[CH3:25])[O:8]1.